Dataset: the Open Reaction Database (ORD), a public repository of structured organic reaction records. Task: describe an organic reaction: reactants, conditions, products, and yield The reactants are CCN(CC(=O)O)c1ccc(C#N)c(C(F)(F)F)c1, CCCN. Product: CCCNC(=O)CN(CC)c1ccc(C#N)c(C(F)(F)F)c1. RXN SMILES: [C:1](#[N:2])[c:3]1[c:4]([C:16]([F:17])([F:18])[F:19])[cH:5][c:6]([N:9]([CH2:10][C:11](=[O:12])[OH:13])[CH2:14][CH3:15])[cH:7][cH:8]1.[CH3:20][CH2:21][CH2:22][NH2:23]>>[C:1](#[N:2])[c:3]1[c:4]([C:16]([F:17])([F:18])[F:19])[cH:5][c:6]([N:9]([CH2:10][C:11](=[O:13])[NH:23][CH2:22][CH2:21][CH3:20])[CH2:14][CH3:15])[cH:7][cH:8]1. Reactants: NC=1C=CC(=NC1)OC1=C(C=C(C=C1)CCC(=O)OCC)OC (ethyl 3-(4-(5-aminopyridin-2-yloxy)-3-methoxyphenyl)propionate), N1=CC=CC=C1 (pyridine), Cl (hydrochloric acid), ClC=1C=C(C(=O)Cl)C=CC1Cl (3,4-dichlorobenzoyl chloride). The solvent is ClCCl (dichloromethane). Reaction conditions: time 1 hour. Product: ClC=1C=C(C(=O)NC=2C=CC(=NC2)OC2=C(C=C(C=C2)CCC(=O)OCC)OC)C=CC1Cl (ethyl 3-{4-[5-(3,4-dichlorobenzoylamino)-pyridin-2-yloxy]-3-methoxyphenyl}propionate). Reaction SMILES: [NH2:1][C:2]1[CH:3]=[CH:4][C:5]([O:8][C:9]2[CH:14]=[CH:13][C:12]([CH2:15][CH2:16][C:17]([O:19][CH2:20][CH3:21])=[O:18])=[CH:11][C:10]=2[O:22][CH3:23])=[N:6][CH:7]=1.N1C=CC=CC=1.[Cl:30][C:31]1[CH:32]=[C:33]([CH:37]=[CH:38][C:39]=1[Cl:40])[C:34](Cl)=[O:35].Cl>ClCCl>[Cl:30][C:31]1[CH:32]=[C:33]([CH:37]=[CH:38][C:39]=1[Cl:40])[C:34]([NH:1][C:2]1[CH:3]=[CH:4][C:5]([O:8][C:9]2[CH:14]=[CH:13][C:12]([CH2:15][CH2:16][C:17]([O:19][CH2:20][CH3:21])=[O:18])=[CH:11][C:10]=2[O:22][CH3:23])=[N:6][CH:7]=1)=[O:35]. Reported procedure: Under ice cooling, to a solution of ethyl 3-(4-(5-aminopyridin-2-yloxy)-3-methoxyphenyl)propionate (1.43 g, 4.5 mmol) in dichloromethane (30 mL) was added pyridine (0.44 mL, 5.4 mmol), and then 3,4-dichlorobenzoyl chloride (0.99 g, 4.7 mmol). The resulting solution was stirred for 1 hour under ice cooling, and then for 10 hours at room temperature. To the resulting reaction solution was added 10% hydrochloric acid, and extracted with dichloromethane. The dichloromethane layer was washed with wat... Starting materials: ClCCl, CCC(Oc1ccc(F)c(C(F)(F)F)c1)C(=O)O, O=S(Cl)Cl, c1ccncc1. Yields the product [Cl-], CCC(Oc1ccc(F)c(C(F)(F)F)c1)C(=O)O. As a reaction SMILES: [CH2:29]([Cl:30])[Cl:31].[F:1][c:2]1[c:3]([C:15]([F:16])([F:17])[F:18])[cH:4][c:5]([O:6][CH:7]([C:8](=[O:9])[OH:10])[CH2:11][CH3:12])[cH:13][cH:14]1.[S:25]([Cl:26])([Cl:27])=[O:28].[cH:19]1[cH:20][cH:21][n:22][cH:23][cH:24]1>>[Cl-:27].[F:1][c:2]1[c:3]([C:15]([F:16])([F:17])[F:18])[cH:4][c:5]([O:6][CH:7]([C:8](=[O:9])[OH:10])[CH2:11][CH3:12])[cH:13][cH:14]1. Reactants: C(C)OC(C[C@]12[C@H](CCC=3C4=CC=C(C(=C4NC13)C)Cl)CC2)=O (cis-7-chloro-1,2,2a,3,4,9-hexahydro-8-methyl-9bH-cyclobuta[a]carbazole-9b-acetic acid ethyl ester), Cl (HCl). Run in CCO (EtOH), [OH-].[Na+] (NaOH). Yields the product ClC1=CC=C2C=3CC[C@H]4[C@@](C3NC2=C1C)(CC4)CC(=O)O (cis-7-chloro-1,2,2a,3,4,9-hexahydro-8-methyl-9bH-cyclobuta[a]carbazole-9b-acetic acid). As a reaction SMILES: C([O:3][C:4](=[O:23])[CH2:5][C@:6]12[CH2:22][CH2:21][C@H:7]1[CH2:8][CH2:9][C:10]1[C:11]3[C:16]([NH:17][C:18]=12)=[C:15]([CH3:19])[C:14]([Cl:20])=[CH:13][CH:12]=3)C.Cl>CCO.[OH-].[Na+]>[Cl:20][C:14]1[C:15]([CH3:19])=[C:16]2[C:11]([C:10]3[CH2:9][CH2:8][C@@H:7]4[CH2:21][CH2:22][C@:6]4([CH2:5][C:4]([OH:23])=[O:3])[C:18]=3[NH:17]2)=[CH:12][CH:13]=1 |f:3.4|. Reported procedure: The ester was dissolved in 22 mL of EtOH and 7 mL of 2.5N NaOH. The solution was refluxed for 30 minutes under nitrogen. The reaction mixture was then acidified with 1N HCl and extracted with 4×50 mL of ethyl acetate. The organic phase was dried over MgSO4 and concentrated in vacuo. Trituration of the resulting thick oil in n-heptane afforded cis-7-chloro-1,2,2a,3,4,9-hexahydro-8-methyl-9bH-cyclobuta[a]carbazole-9b-acetic acid, 1.28 g (50%), m.p. 189°-190° C. Reactants: CCOC(=O)COCc1ccccc1, C1CCOC1, [Li]CCCC, CCC(=O)C(C)C(=O)OC, Cl, [H-], [Na+]. The product is COC(=O)C(C)C(=O)C(C)C(=O)COCc1ccccc1. RXN SMILES: [CH2:18]([c:19]1[cH:20][cH:21][cH:22][cH:23][cH:24]1)[O:25][CH2:26][C:27]([O:29][CH2:28][CH3:30])=[O:31].[CH2:33]1[O:34][CH2:35][CH2:36][CH2:37]1.[CH3:13][CH2:14][CH2:15][CH2:16][Li:17].[CH3:1][CH:2]([C:3](=[O:4])[O:5][CH3:6])[C:7]([CH2:8][CH3:9])=[O:10].[ClH:32].[H-:12].[Na+:11]>>[CH3:1][CH:2]([C:3](=[O:4])[O:5][CH3:6])[C:7]([CH:8]([CH3:9])[C:27]([CH2:26][O:25][CH2:18][c:19]1[cH:20][cH:21][cH:22][cH:23][cH:24]1)=[O:29])=[O:10]. Reactants: N1CCCC1 (pyrrolidine), BrC=1N(C(=CN1)C(=O)O)C (2-bromo-1-methyl-1H-imidazole-5-carboxylic acid), C(CCl)Cl (EDC), C=1C=CC2=C(C1)N=NN2O (HOBt). The solvent is O1CCCC1 (tetrahydrofuran), O1CCCC1 (tetrahydrofuran). Conditions: time 1 hour. The product is BrC=1N(C(=CN1)C(=O)N1CCCC1)C ((2-bromo-1-methyl-1H-imidazole-5-yl)(pyrrolidin-1-yl)methanone). The yield is 95.0%. As a reaction SMILES: [Br:1][C:2]1[N:3]([CH3:10])[C:4]([C:7]([OH:9])=O)=[CH:5][N:6]=1.C(Cl)CCl.[CH:15]1[CH:16]=CC2N(O)N=[N:21][C:19]=2[CH:20]=1.N1CCCC1>O1CCCC1>[Br:1][C:2]1[N:3]([CH3:10])[C:4]([C:7]([N:21]2[CH2:16][CH2:15][CH2:20][CH2:19]2)=[O:9])=[CH:5][N:6]=1. Reported procedure: To a suspension of methyl 2-bromo-1-methyl-1H-imidazole-5-carboxylate (2.18 g, 10 mmol) in tetrahydrofuran (60 mL) and water (6 mL) was added lithium hydroxide (0.72 mg, 30 mmol) and the reaction mixture was allowed to stir at room temperature for 2.5 h. The solvent was removed under reduced pressure and water was added followed by formic acid, the resulting precipitate was filtered, washed with water and dried under vacuum overnight to afford the 2-bromo-1-methyl-1H-imidazole-5-carboxylic acid ... Starting materials: resultant solution, resultant solution, [H-].[Na+] (sodium hydride), crude product, COC1=C(CBr)C(=CC=C1)C (2-methoxy-6-methylbenzyl bromide), ice water, CC1=CC(=NC(=C1)C)C(C)=NO (1-(4,6-dimethyl-2-pyridinyl)ethanone oxime). Run in CN(C=O)C (N,N-dimethylformamide). Reaction conditions: time 30 minute. Product: COC1=C(C(=CC=C1)C)CON=C(C)C1=NC(=CC(=C1)C)C (1-(4,6-Dimethyl-2-pyridinyl)ethanone O-[(2-Methoxy-6-methylphenyl)methyl] Oxime). Reaction SMILES: [CH3:1][C:2]1[CH:7]=[C:6]([CH3:8])[N:5]=[C:4]([C:9](=[N:11][OH:12])[CH3:10])[CH:3]=1.[H-].[Na+].[CH3:15][O:16][C:17]1[CH:24]=[CH:23][CH:22]=[C:21]([CH3:25])[C:18]=1[CH2:19]Br>CN(C)C=O>[CH3:15][O:16][C:17]1[CH:24]=[CH:23][CH:22]=[C:21]([CH3:25])[C:18]=1[CH2:19][O:12][N:11]=[C:9]([C:4]1[CH:3]=[C:2]([CH3:1])[CH:7]=[C:6]([CH3:8])[N:5]=1)[CH3:10] |f:1.2|. Reported procedure: On the other hand, 0.50 g (3.05 mmol) of 1-(4,6-dimethyl-2-pyridinyl)ethanone oxime was dissolved in 10 ml of N,N-dimethylformamide, and the resultant solution was added with 0.12 g (3.00 mmol) of sodium hydride (60%, oiliness) under cooling with ice. The solution was then stirred for 30 min. at a temperature below 0° C. and then added with the whole amount of the crude product of 2-methoxy-6-methylbenzyl bromide prepared previously under cooling with ice. The resultant solution was stirred for ... The reactants are IC1=NC=CC=C1O (2-iodo-3-hydroxypyridine), C(=O)(OC(C)(C)C)N1[C@H](CCC1)C#C (1-BOC-2-(R)-ethynylpyrrolidine). The reagents and catalysts are [Cu]I (CuI), Cl[Pd]([P](C1=CC=CC=C1)(C2=CC=CC=C2)C3=CC=CC=C3)([P](C4=CC=CC=C4)(C5=CC=CC=C5)C6=CC=CC=C6)Cl ((Ph3P)2PdCl2). The solvent is CN(C)C=O (DMF), CCOCC (ether), CN(C)C=O (DMF). Run at time 1 hour. Product: C(=O)(OC(C)(C)C)N1[C@H](CCC1)C1=CC2=NC=CC=C2O1 (2-(1-BOC-2-(R)-pyrrolidinyl)furo[3,2-b]pyridine). RXN SMILES: I[C:2]1[C:7]([OH:8])=[CH:6][CH:5]=[CH:4][N:3]=1.[C:9]([N:16]1[CH2:20][CH2:19][CH2:18][C@@H:17]1[C:21]#[CH:22])([O:11][C:12]([CH3:15])([CH3:14])[CH3:13])=[O:10]>CN(C=O)C.CCOCC.Cl[Pd](Cl)([P](C1C=CC=CC=1)(C1C=CC=CC=1)C1C=CC=CC=1)[P](C1C=CC=CC=1)(C1C=CC=CC=1)C1C=CC=CC=1.[Cu]I>[C:9]([N:16]1[CH2:20][CH2:19][CH2:18][C@@H:17]1[C:21]1[O:8][C:7]2[C:2](=[N:3][CH:4]=[CH:5][CH:6]=2)[CH:22]=1)([O:11][C:12]([CH3:15])([CH3:14])[CH3:13])=[O:10] |^1:35,54|. Procedure: A 3.14 g (14.4 mmol) sample of 2-iodo-3-hydroxypyridine (Lancaster Chem. Co.) was dissolved in 5 mL of DMF, and (Ph3P)2PdCl2 (0.34 g, 0.50 mmol), CuI (0.371 g, 1.98 mmol) and triethylanine (1.80 mL, 13.2 mmol) were added. The mixture was stirred under N2 at room temperature for 1 hour, then 2.15 g (11.0 mmol) of the compound from step 3a above, dissolved in 5 mL of DMF, was added carefully. The mixture was stirred at 60° C. for 16 hours, then cooled to room temperature. The reaction mixture was ...